describe an organic reaction: reactants, conditions, products, and yield From a dataset of the Open Reaction Database (ORD), a public repository of structured organic reaction records. The reactants are CN(C1CCOCC1)CCN1CCC(CC1)NC(OC(C)(C)C)=O (tert-butyl 1-[2-[N-methyl-N-(tetrahydropyran-4-yl)amino]ethyl]-4-piperidinylcarbamate), Cl (hydrochloric acid). Solvent: C(C)O (ethanol). Run at time 7 hour. The product is Cl.Cl.NC1CCN(CC1)CCN(C1CCOCC1)C (4-amino-1-[2-[N-methyl-N-(tetrahydropyran-4-yl)amino]ethyl]piperidine dihydrochloride). RXN SMILES: [CH3:1][N:2]([CH2:9][CH2:10][N:11]1[CH2:16][CH2:15][CH:14]([NH:17]C(=O)OC(C)(C)C)[CH2:13][CH2:12]1)[CH:3]1[CH2:8][CH2:7][O:6][CH2:5][CH2:4]1.[ClH:25]>C(O)C>[ClH:25].[ClH:25].[NH2:17][CH:14]1[CH2:13][CH2:12][N:11]([CH2:10][CH2:9][N:2]([CH3:1])[CH:3]2[CH2:8][CH2:7][O:6][CH2:5][CH2:4]2)[CH2:16][CH2:15]1 |f:3.4.5|. Reported procedure: Into a solution of tert-butyl 1-[2-[N-methyl-N-(tetrahydropyran-4-yl)amino]ethyl]-4-piperidinylcarbamate (2.72 g) in ethanol (30 ml) was added concentrated hydrochloric acid (10 ml), and the resulting mixture was stirred for 7 hours. After the reaction mixture was concentrated under reduced pressure, ethanol and methanol are added to the residue, and the resulting mixture was concentrated further. The precipitate was collected by filtration and was washed with ethanol and methanol to obtain 4-am... The reactants are C(C)(=O)O (Acetic acid), [OH-].[Na+] (NaOH), O=C1NCC2(CN3C1=CC=1C=CC(=CC31)C(=O)OCC)CC2 (ethyl 1′-oxo-2′,3′-dihydro-1′H-spiro[cyclopropane-1,4′-[1,4]diazepino[1,2-a]indole]-8′-carboxylate). Solvent: O (water), O (water), C(C)O (ethanol). Reaction conditions: temperature 80 celsius. Product: O=C1NCC2(CN3C1=CC=1C=CC(=CC31)C(=O)O)CC2 (1′-oxo-2′,3′-dihydro-1′H-spiro[cyclopropane-1,4′-[1,4]diazepino[1,2-a]indole]-8′-carboxylic acid). Isolated yield 66.2%. RXN SMILES: [OH-].[Na+].[O:3]=[C:4]1[C:10]2=[CH:11][C:12]3[CH:13]=[CH:14][C:15]([C:18]([O:20]CC)=[O:19])=[CH:16][C:17]=3[N:9]2[CH2:8][C:7]2([CH2:24][CH2:23]2)[CH2:6][NH:5]1.C(O)(=O)C>O.C(O)C>[O:3]=[C:4]1[C:10]2=[CH:11][C:12]3[CH:13]=[CH:14][C:15]([C:18]([OH:20])=[O:19])=[CH:16][C:17]=3[N:9]2[CH2:8][C:7]2([CH2:23][CH2:24]2)[CH2:6][NH:5]1 |f:0.1|. Reported procedure: A solution of NaOH (3 g, 75 mmol) in water (75 mL) is added to a suspension of ethyl 1′-oxo-2′,3′-dihydro-1′H-spiro[cyclopropane-1,4′-[1,4]diazepino[1,2-a]indole]-8′-carboxylate (9 g, 30.2 mmol) in ethanol (300 mL). The reaction mixture is heated at 80° C. for 2 h. Acetic acid (48 mL) and water (250 mL) are added and the resulting solid is filtered, rinsed with water and dried to afford the title compound (5.4 g, 66%) as a white solid. The reactants are COc1c(OC2CCC3(CC2)OCC(C)(C)CO3)ccnc1C, CC(C)=O, O=CO. Reaction SMILES: [CH3:1][C:2]1([CH3:3])[CH2:6][O:7][C:5]2([O:4][CH2:23]1)[CH2:8][CH2:9][CH:10]([O:13][c:14]1[c:15]([O:21][CH3:22])[c:16]([CH3:20])[n:17][cH:18][cH:19]1)[CH2:11][CH2:12]2.[CH3:27][C:28](=[O:29])[CH3:30].[CH:24]([OH:25])=[O:26]>>[O:4]=[C:5]1[CH2:8][CH2:9][CH:10]([O:13][c:14]2[c:15]([O:21][CH3:22])[c:16]([CH3:20])[n:17][cH:18][cH:19]2)[CH2:11][CH2:12]1. Product: COc1c(OC2CCC(=O)CC2)ccnc1C. The reactants are ClCCCC(=O)N1C(CCCC1C)C (1-(4-chloro-1-oxobutyl)-2,6-dimethylpiperidine), NC1=CC(=C(C(=O)N[C@@H]2[C@@H](CNCC2)OC)C=C1Cl)OC (cis-4-amino-5-chloro-2-methoxy-N-(3-methoxy-4-piperidinyl)benzamide), C([O-])([O-])=O.[Na+].[Na+] (sodium carbonate), [I-].[K+] (potassium iodide). Solvent: O (water), O (Water), CC(CC(C)=O)C (4-methyl-2-pentanone). Conditions: time 3 hour. The product is NC1=CC(=C(C(=O)N[C@@H]2[C@@H](CN(CC2)CCCC(=O)N2C(CCCC2C)C)OC)C=C1Cl)OC (cis-4-amino-5-chloro-N-[1-[4-(2,6-dimethyl-1-piperidinyl)-4-oxobutyl]3-methoxy-4-piperidinyl]-2-methoxybenzamide). Isolated yield 70.7%. RXN SMILES: [NH2:1][C:2]1[C:18]([Cl:19])=[CH:17][C:5]([C:6]([NH:8][C@H:9]2[CH2:14][CH2:13][NH:12][CH2:11][C@H:10]2[O:15][CH3:16])=[O:7])=[C:4]([O:20][CH3:21])[CH:3]=1.C(=O)([O-])[O-].[Na+].[Na+].[I-].[K+].Cl[CH2:31][CH2:32][CH2:33][C:34]([N:36]1[CH:41]([CH3:42])[CH2:40][CH2:39][CH2:38][CH:37]1[CH3:43])=[O:35]>O.CC(C)CC(=O)C>[NH2:1][C:2]1[C:18]([Cl:19])=[CH:17][C:5]([C:6]([NH:8][C@H:9]2[CH2:14][CH2:13][N:12]([CH2:31][CH2:32][CH2:33][C:34]([N:36]3[CH:41]([CH3:42])[CH2:40][CH2:39][CH2:38][CH:37]3[CH3:43])=[O:35])[CH2:11][C@H:10]2[O:15][CH3:16])=[O:7])=[C:4]([O:20][CH3:21])[CH:3]=1 |f:1.2.3,4.5|. Procedure: A mixture of 4.5 parts of cis-4-amino-5-chloro-2-methoxy-N-(3-methoxy-4-piperidinyl)benzamide, 2.12 parts of sodium carbonate, 0.1 parts of potassium iodide and 120 parts of 4-methyl-2-pentanone was stirred and refluxed for 15 minutes using a water separator. Then there were added 3.92 parts of 1-(4-chloro-1-oxobutyl)-2,6-dimethylpiperidine and stirring was continued first for 3 hours at reflux and then overnight at room temperature. Water was added. The product was filtered off and purified by ... Starting materials: C(=NS(=O)(=O)Cl)=O (N-Chlorosulfonyl isocyanate), C(C)(C)C=1C=C(C=O)C=C(C1O)C(C)C (3,5-diisopropyl-4-hydroxy-benzaldehyde). The solvent is C1(=CC=CC=C1)C (toluene). Yields the product S(N)(OC1=C(C=C(C=C1C(C)C)C=O)C(C)C)(=O)=O (2,6-Bis(1-methylethyl)-4-formylphenyl sulfamate). Yield: 33.1%. Reaction SMILES: C(=O)=[N:2][S:3](Cl)(=[O:5])=[O:4].[CH:8]([C:11]1[CH:12]=[C:13]([CH:16]=[C:17]([CH:20]([CH3:22])[CH3:21])[C:18]=1[OH:19])[CH:14]=[O:15])([CH3:10])[CH3:9]>C1(C)C=CC=CC=1>[S:3](=[O:4])(=[O:5])([O:19][C:18]1[C:17]([CH:20]([CH3:22])[CH3:21])=[CH:16][C:13]([CH:14]=[O:15])=[CH:12][C:11]=1[CH:8]([CH3:10])[CH3:9])[NH2:2]. Reported procedure: N-Chlorosulfonyl isocyanate (21.6 mL, 248 mmol) was added slowly to a warm solution of 3,5-diisopropyl-4-hydroxy-benzaldehyde (24.4 g, 118 mmol) in 500 mL toluene. The resulting solution was heated to reflux for 4 hours and then cooled to room temperature and concentrated to give a brown oil. Quenched with 200 g ice and extracted with ethyl acetate. The organic solution was dried over magnesium sulfate, filtered, and concentrated to give a tan solid. Chromatography on silica gel (20% ethyl aceta...